The task is: describe an organic reaction: reactants, conditions, products, and yield. This data is from the Open Reaction Database (ORD), a public repository of structured organic reaction records. The reactants are CN(C(=O)C12CCC(NC(=O)OC(C)(C)C)(CC1)CC2)c1ccc(Cl)cc1, Cl, C1COCCO1. Product: CN(C(=O)C12CCC(N)(CC1)CC2)c1ccc(Cl)cc1. RXN SMILES: [C:1]([O:2][C:3](=[O:4])[NH:8][C:9]12[CH2:10][CH2:11][C:12]([C:17](=[O:18])[N:19]([CH3:20])[c:21]3[cH:22][cH:23][c:24]([Cl:27])[cH:25][cH:26]3)([CH2:13][CH2:14]1)[CH2:15][CH2:16]2)([CH3:5])([CH3:6])[CH3:7].[ClH:28].[O:29]1[CH2:30][CH2:31][O:32][CH2:33][CH2:34]1>>[NH2:8][C:9]12[CH2:10][CH2:11][C:12]([C:17](=[O:18])[N:19]([CH3:20])[c:21]3[cH:22][cH:23][c:24]([Cl:27])[cH:25][cH:26]3)([CH2:13][CH2:14]1)[CH2:15][CH2:16]2. Reactants: CCCCCCCCCCCc1cnc(-c2ccc(O)cc2)nc1, CCC1CCC(CO)C1, C1CCOC1, CCOC(=O)N=NC(=O)OCC, c1ccc(P(c2ccccc2)c2ccccc2)cc1. The product is CCCCCCCCCCCc1cnc(-c2ccc(OCC3CCC(CC)C3)cc2)nc1. Reaction SMILES: [CH2:32]([CH2:33][CH2:34][CH2:35][CH2:36][CH2:37][CH2:38][CH2:39][CH2:40][CH2:41][CH3:42])[c:43]1[cH:44][n:45][c:46](-[c:49]2[cH:50][cH:51][c:52]([OH:55])[cH:53][cH:54]2)[n:47][cH:48]1.[CH2:56]([CH3:57])[CH:58]1[CH2:59][CH:60]([CH2:63][OH:64])[CH2:61][CH2:62]1.[CH2:65]1[O:66][CH2:67][CH2:68][CH2:69]1.[O:1]=[C:2]([O:3][CH2:4][CH3:5])[N:6]=[N:7][C:8]([O:9][CH2:10][CH3:11])=[O:12].[c:13]1([P:14]([c:15]2[cH:16][cH:17][cH:18][cH:19][cH:20]2)[c:21]2[cH:22][cH:23][cH:24][cH:25][cH:26]2)[cH:27][cH:28][cH:29][cH:30][cH:31]1>>[CH2:32]([CH2:33][CH2:34][CH2:35][CH2:36][CH2:37][CH2:38][CH2:39][CH2:40][CH2:41][CH3:42])[c:43]1[cH:44][n:45][c:46](-[c:49]2[cH:50][cH:51][c:52]([O:55][CH2:63][CH:60]3[CH2:59][CH:58]([CH2:56][CH3:57])[CH2:62][CH2:61]3)[cH:53][cH:54]2)[n:47][cH:48]1. Conditions: time 4 hour. RXN SMILES: [CH3:1][O:2][CH2:3][CH2:4]Br.[CH2:6]([O:13][C:14]1[CH:23]=[C:22]2[C:17]([C:18](=[S:24])[NH:19][CH:20]=[N:21]2)=[CH:16][CH:15]=1)[C:7]1[CH:12]=[CH:11][CH:10]=[CH:9][CH:8]=1.C(=O)([O-])[O-].[K+].[K+].O>CN(C=O)C>[CH2:6]([O:13][C:14]1[CH:23]=[C:22]2[C:17]([C:18]([S:24][CH2:4][CH2:3][O:2][CH3:1])=[N:19][CH:20]=[N:21]2)=[CH:16][CH:15]=1)[C:7]1[CH:8]=[CH:9][CH:10]=[CH:11][CH:12]=1 |f:2.3.4|. The product is C(C1=CC=CC=C1)OC1=CC=C2C(=NC=NC2=C1)SCCOC (7-benzyloxy4-(2-methoxyethylsulphanyl)quinazoline). Reactants: O (water), COCCBr (2-Bromoethyl methyl ether), C(C1=CC=CC=C1)OC1=CC=C2C(NC=NC2=C1)=S (7-benzyloxy-3,4-dihydroquinazolin-4-thione), C([O-])([O-])=O.[K+].[K+] (potassium carbonate). Reported procedure: 2-Bromoethyl methyl ether (3.2 ml, 33 mmol) was added dropwise to a solution of 7-benzyloxy-3,4-dihydroquinazolin-4-thione (7.4 g, 28 mmol), (prepared as described for the starting material in Example 8), in DMF (275 ml) containing potassium carbonate (4.6 g, 33 mmol). After stirring for 4 hours, water was added and the precipitate was collected by filtration, washed with water, and dried under vacuum to give 7-benzyloxy4-(2-methoxyethylsulphanyl)quinazoline (8 g, 89%). Yield: 87.5%. Run in CN(C)C=O (DMF). Starting materials: FC=1C=C2C(C(NC2=CC1)=O)=O (5-fluoroisatin), FC1=CC=C2C(C(=O)OC(N2)=O)=C1 (5-fluoroisatoic anhydride), FC=1C=C2C(C(=O)OC(N2)=O)=CC1 (4-fluoroisatoic anhydride). The product is FC=1C=C2C(N3C(=NC2=CC1)C(C1=CN=CC=C13)=O)=O (2-Fluoro-8-azaindolo[2,1-b]quinazoline-6,12-dione). RXN SMILES: [F:1][C:2]1[CH:3]=[C:4]2[C:8](=[CH:9][CH:10]=1)[NH:7][C:6](=O)[C:5]2=[O:12].FC1C=[C:18]2[C:19](O[C:22](=[O:24])[NH:23][C:17]2=[CH:16][CH:15]=1)=O.FC1C=C2[NH:35]C(=O)OC(=O)C2=CC=1>>[F:1][C:2]1[CH:3]=[C:4]2[C:8](=[CH:9][CH:10]=1)[N:7]=[C:6]1[C:5](=[O:12])[C:16]3[C:17]([N:23]1[C:22]2=[O:24])=[CH:18][CH:19]=[N:35][CH:15]=3. Reported procedure: Using the procedure in Example 36 and substituting 5-azaisatin (Example 8) for 5-fluoroisatin and 5-fluoroisatoic anhydride for 4-fluoroisatoic anhydride gives the title compound. Reactants: FC1(CCN(CC1)C(=O)C=1NC2=CC=C(C=C2C1)C(=O)N1CCN(CC1)C(C)C)F ((4,4-Difluoro-piperidin-1-yl)-[5-(4-isopropyl-piperazine-1-carbonyl)-1H-indol-2-yl]-methanone), C(#N)C1=CC=C(C=C1)B(O)O (4-cyanophenylboronic acid), N1=CC=CC=C1 (pyridine). The reagents and catalysts are C(C)(=O)[O-].[Cu+2].C(C)(=O)[O-] (copper(II) acetate). Run in ClCCl (dichloromethane). The product is FC1(CCN(CC1)C(=O)C=1N(C2=CC=C(C=C2C1)C(=O)N1CCN(CC1)C(C)C)C1=CC=C(C#N)C=C1)F (4-[2-(4,4-Difluoro-piperidine-1-carbonyl)-5-(4-isopropyl-piperazine-1-carbonyl)-indol-1-yl]-benzonitrile). Yield: 52.0%. As a reaction SMILES: [F:1][C:2]1([F:30])[CH2:7][CH2:6][N:5]([C:8]([C:10]2[NH:11][C:12]3[C:17]([CH:18]=2)=[CH:16][C:15]([C:19]([N:21]2[CH2:26][CH2:25][N:24]([CH:27]([CH3:29])[CH3:28])[CH2:23][CH2:22]2)=[O:20])=[CH:14][CH:13]=3)=[O:9])[CH2:4][CH2:3]1.[C:31]([C:33]1[CH:38]=[CH:37][C:36](B(O)O)=[CH:35][CH:34]=1)#[N:32].N1C=CC=CC=1>ClCCl.C([O-])(=O)C.[Cu+2].C([O-])(=O)C>[F:30][C:2]1([F:1])[CH2:7][CH2:6][N:5]([C:8]([C:10]2[N:11]([C:36]3[CH:37]=[CH:38][C:33]([C:31]#[N:32])=[CH:34][CH:35]=3)[C:12]3[C:17]([CH:18]=2)=[CH:16][C:15]([C:19]([N:21]2[CH2:22][CH2:23][N:24]([CH:27]([CH3:28])[CH3:29])[CH2:25][CH2:26]2)=[O:20])=[CH:14][CH:13]=3)=[O:9])[CH2:4][CH2:3]1 |f:4.5.6|. Reported procedure: The title compound was synthesized in analogy to example 66, from (4,4-difluoro-piperidin-1-yl)-[5-(4-isopropyl-piperazine-1-carbonyl)-1H-indol-2-yl]-methanone (example 32), 4-cyanophenylboronic acid, copper(II) acetate and pyridine in dichloromethane, to give the desired product as a colorless foam (52%). Starting materials: ClCC1=CC(=C(OCC=2N=C(OC2C)C=2OC=CC2)C=C1)OC (4-[(4-chloromethyl-2-methoxyphenoxy)methyl]-2-(2-furyl)-5-methyl-1,3-oxazole), OC1=NN(C(=C1)CCP(OCC)(OCC)=O)C1=CC=CC=C1 (diethyl 2-(3-hydroxy-1-phenyl-1H-pyrazol-5-yl)ethylphosphonate), CN(C=O)C (N,N-dimethylformamide), [H-].[Na+] (sodium hydride). Reported procedure: To a mixture of 4-[(4-chloromethyl-2-methoxyphenoxy)methyl]-2-(2-furyl)-5-methyl-1,3-oxazole (0.32 g), diethyl 2-(3-hydroxy-1-phenyl-1H-pyrazol-5-yl)ethylphosphonate (0.40 g) and N,N-dimethylformamide (20 mL) was added sodium hydride (60% in oil, 0.040 g) at room temperature, and the mixture was stirred at the same temperature for 15 hrs. Water was poured into the reaction mixture, and the mixture was extracted with ethyl acetate. The ethyl acetate layer was washed with saturated brine, dried ov... Product: O1C(=CC=C1)C=1OC(=C(N1)COC1=C(C=C(COC2=NN(C(=C2)CCP(OCC)(OCC)=O)C2=CC=CC=C2)C=C1)OC)C (diethyl 2-{3-[(4-{[2-(2-furyl)-5-methyl-1,3-oxazol-4-yl]methoxy}-3-methoxybenzyl)oxy]-1-phenyl-1H-pyrazol-5-yl}ethylphosphonate). Reaction conditions: time 15 hour. The solvent is O (Water). The yield is 48.7%. RXN SMILES: Cl[CH2:2][C:3]1[CH:21]=[CH:20][C:6]([O:7][CH2:8][C:9]2[N:10]=[C:11]([C:15]3[O:16][CH:17]=[CH:18][CH:19]=3)[O:12][C:13]=2[CH3:14])=[C:5]([O:22][CH3:23])[CH:4]=1.[OH:24][C:25]1[CH:29]=[C:28]([CH2:30][CH2:31][P:32](=[O:39])([O:36][CH2:37][CH3:38])[O:33][CH2:34][CH3:35])[N:27]([C:40]2[CH:45]=[CH:44][CH:43]=[CH:42][CH:41]=2)[N:26]=1.CN(C)C=O.[H-].[Na+]>O>[O:16]1[CH:17]=[CH:18][CH:19]=[C:15]1[C:11]1[O:12][C:13]([CH3:14])=[C:9]([CH2:8][O:7][C:6]2[CH:20]=[CH:21][C:3]([CH2:2][O:24][C:25]3[CH:29]=[C:28]([CH2:30][CH2:31][P:32](=[O:39])([O:33][CH2:34][CH3:35])[O:36][CH2:37][CH3:38])[N:27]([C:40]4[CH:45]=[CH:44][CH:43]=[CH:42][CH:41]=4)[N:26]=3)=[CH:4][C:5]=2[O:22][CH3:23])[N:10]=1 |f:3.4|. Reactants: [Li]CCCC, CS(=O)(=O)Cl, Fc1cccc(Cl)n1, C1CCOC1. Product: CS(=O)(=O)c1ccc(Cl)nc1F. Reaction SMILES: [CH2:9]([Li:10])[CH2:11][CH2:12][CH3:13].[CH3:14][S:15]([Cl:16])(=[O:17])=[O:18].[Cl:1][c:2]1[n:3][c:4]([F:8])[cH:5][cH:6][cH:7]1.[O:19]1[CH2:20][CH2:21][CH2:22][CH2:23]1>>[Cl:1][c:2]1[n:3][c:4]([F:8])[c:5]([S:15]([CH3:14])(=[O:17])=[O:18])[cH:6][cH:7]1.